From a dataset of the Open Reaction Database (ORD), a public repository of structured organic reaction records. describe an organic reaction: reactants, conditions, products, and yield Reactants: N1CCNCC1 (piperazine), [OH-].[Na+] (NaOH), [OH-].[Na+] (NaOH), N1=C(Cl)N=C(Cl)N=C1Cl (cyanuric chloride), N1CCOCC1 (morpholine), [OH-].[Na+] (NaOH). Solvent: O (water), ice. Run at temperature 25 celsius, time 30 minute. Yields the product N1(CCOCC1)C1=NC(=NC(=N1)N1CCOCC1)N1CCN(CC1)C1=NC(=NC(=N1)N1CCOCC1)N1CCOCC1 (N,N'-Bis(2,4-dimorpholinyl-1,3,5-triazin-6-yl)piperazine). RXN SMILES: [N:1]1[C:8](Cl)=[N:7][C:5](Cl)=[N:4][C:2]=1Cl.[NH:10]1[CH2:15][CH2:14][O:13][CH2:12][CH2:11]1.[OH-:16].[Na+].[NH:18]1[CH2:23][CH2:22][NH:21][CH2:20][CH2:19]1>O>[N:10]1([C:2]2[N:4]=[C:5]([N:10]3[CH2:15][CH2:14][O:16][CH2:12][CH2:11]3)[N:7]=[C:8]([N:18]3[CH2:23][CH2:22][N:21]([C:2]4[N:4]=[C:5]([N:10]5[CH2:15][CH2:14][O:13][CH2:12][CH2:11]5)[N:7]=[C:8]([N:10]5[CH2:15][CH2:14][O:13][CH2:12][CH2:11]5)[N:1]=4)[CH2:20][CH2:19]3)[N:1]=2)[CH2:15][CH2:14][O:13][CH2:12][CH2:11]1 |f:2.3|. Procedure: All operations are carried out under N2. 0.5 mol of cyanuric chloride is suspended in a mixture of 2000 ml of water and 1000 g of ice, and 1.0 mol of morpholine and 0.5 mol of NaOH as a 10% strength by weight aqueous solution are simultaneously added dropwise. The addition is carried out sufficiently slowly that the pH is between 5 and 10. The mixture is subsequently stirred at 25° C. for a further 30 minutes, and a further 0.5 mol of NaOH as a 10% strength by weight aqueous solution is subseque... The reactants are CC(C)(C)OC(=O)Nc1cc(CO)c(I)cc1[N+](=O)[O-], C#Cc1ccc(F)cc1. Yields the product CC(C)(C)OC(=O)Nc1cc(CO)c(C#Cc2ccc(F)cc2)cc1[N+](=O)[O-]. Reaction SMILES: [C:1]([CH3:2])([CH3:3])([CH3:4])[O:5][C:6]([NH:7][c:8]1[c:9]([N+:17](=[O:18])[O-:19])[cH:10][c:11]([I:16])[c:12]([CH2:14][OH:15])[cH:13]1)=[O:20].[F:21][c:22]1[cH:23][cH:24][c:25]([C:28]#[CH:29])[cH:26][cH:27]1>>[C:1]([CH3:2])([CH3:3])([CH3:4])[O:5][C:6]([NH:7][c:8]1[c:9]([N+:17](=[O:18])[O-:19])[cH:10][c:11]([C:29]#[C:28][c:25]2[cH:24][cH:23][c:22]([F:21])[cH:27][cH:26]2)[c:12]([CH2:14][OH:15])[cH:13]1)=[O:20]. The reactants are BrCc1ccccc1, CO, Cl, [Na+], [OH-], O, O=C(O)c1ccc(O)c(=O)[nH]1. The product is O=C(O)c1ccc(OCc2ccccc2)c(=O)[nH]1. Reaction SMILES: [Br:14][CH2:15][c:16]1[cH:17][cH:18][cH:19][cH:20][cH:21]1.[CH3:23][OH:24].[ClH:22].[Na+:13].[OH-:12].[OH2:25].[OH:1][c:2]1[c:3](=[O:11])[nH:4][c:5]([C:8](=[O:9])[OH:10])[cH:6][cH:7]1>>[O:1]([c:2]1[c:3](=[O:11])[nH:4][c:5]([C:8](=[O:9])[OH:10])[cH:6][cH:7]1)[CH2:15][c:16]1[cH:17][cH:18][cH:19][cH:20][cH:21]1. The reactants are CS(C)=O, Fc1ccccc1CCl, [K+], CC(=O)c1c(C)nc2ccccc2c1N, [OH-], O. Yields the product CC(=O)c1c(C)nc2ccccc2c1NCc1ccccc1F. Reaction SMILES: [CH3:27][S:28]([CH3:29])=[O:30].[F:18][c:19]1[c:20]([CH2:21][Cl:22])[cH:23][cH:24][cH:25][cH:26]1.[K+:17].[NH2:1][c:2]1[c:3]([C:13]([CH3:14])=[O:15])[c:4]([CH3:12])[n:5][c:6]2[cH:7][cH:8][cH:9][cH:10][c:11]12.[OH-:16].[OH2:31]>>[NH:1]([c:2]1[c:3]([C:13]([CH3:14])=[O:15])[c:4]([CH3:12])[n:5][c:6]2[cH:7][cH:8][cH:9][cH:10][c:11]12)[CH2:21][c:20]1[c:19]([F:18])[cH:26][cH:25][cH:24][cH:23]1. Reactants: [H-].[Li+].[Al+3].[H-].[H-].[H-] (aluminium lithium hydride), Cl (HCl), C(CCC)C1=NC2=C(N1CC1=CC=C(C=C1)C1=C(C=CC=C1)C(=O)O)C(=CC=C2)C(=O)OC (methyl 2-butyl-1-[2'-carboxybiphenyl-4-yl]methylbenzimidazole-7-carboxylate), S(=O)(Cl)Cl (thionyl chloride). The solvent is O1CCCC1 (tetrahydrofuran), O1CCCC1 (tetrahydrofuran), C(Cl)(Cl)Cl (chloroform). The product is C(CCC)C1=NC2=C(N1CC1=CC=C(C=C1)C1=C(C=CC=C1)CO)C(=CC=C2)C(=O)OC (Methyl 2-butyl-1-[2'-hydroxymethylbiphenyl-4-yl]methylbenzimidazole-7-carboxylate). As a reaction SMILES: [CH2:1]([C:5]1[N:9]([CH2:10][C:11]2[CH:16]=[CH:15][C:14]([C:17]3[CH:22]=[CH:21][CH:20]=[CH:19][C:18]=3[C:23](O)=[O:24])=[CH:13][CH:12]=2)[C:8]2[C:26]([C:30]([O:32][CH3:33])=[O:31])=[CH:27][CH:28]=[CH:29][C:7]=2[N:6]=1)[CH2:2][CH2:3][CH3:4].S(Cl)(Cl)=O.[H-].[Li+].[Al+3].[H-].[H-].[H-].Cl>C(Cl)(Cl)Cl.O1CCCC1>[CH2:1]([C:5]1[N:9]([CH2:10][C:11]2[CH:12]=[CH:13][C:14]([C:17]3[CH:22]=[CH:21][CH:20]=[CH:19][C:18]=3[CH2:23][OH:24])=[CH:15][CH:16]=2)[C:8]2[C:26]([C:30]([O:32][CH3:33])=[O:31])=[CH:27][CH:28]=[CH:29][C:7]=2[N:6]=1)[CH2:2][CH2:3][CH3:4] |f:2.3.4.5.6.7|. Reported procedure: A mixture of methyl 2-butyl-1-[2'-carboxybiphenyl-4-yl]methylbenzimidazole-7-carboxylate (0.44 g) and thionyl chloride (0.15 ml) in chloroform (4 ml) was heated for 30 minutes under reflux with stirring. The reaction mixture was concentrated, and the resulting product was used for the subsequent reaction without purification. A stirred solution of the above product in tetrahydrofuran (6 ml) was added dropwise to a suspension of aluminium lithium hydride (40 mg) in tetrahydrofuran (6 ml) under ic... Starting materials: COC1=CC2=C(SC3=C(CC2)C(=CC=C3)C(=O)O)C=C1 (2-methoxy-9-carboxy-10,11-dihydrodibenzo[b,f]thiepin), S(=O)(Cl)Cl (thionyl chloride). Solvent: C1=CC=CC=C1 (benzene). Yields the product COC1=CC2=C(SC3=C(CC2)C(=CC=C3)C(=O)Cl)C=C1 (2-methoxy-10,11-dihydrodibenzo[b,f]thiepin-9-carbonyl chloride). Reaction SMILES: [CH3:1][O:2][C:3]1[CH:20]=[CH:19][C:6]2[S:7][C:8]3[CH:15]=[CH:14][CH:13]=[C:12]([C:16](O)=[O:17])[C:9]=3[CH2:10][CH2:11][C:5]=2[CH:4]=1.S(Cl)([Cl:23])=O>C1C=CC=CC=1>[CH3:1][O:2][C:3]1[CH:20]=[CH:19][C:6]2[S:7][C:8]3[CH:15]=[CH:14][CH:13]=[C:12]([C:16]([Cl:23])=[O:17])[C:9]=3[CH2:10][CH2:11][C:5]=2[CH:4]=1. Procedure details: An amount of 575 mg of 2-methoxy-9-carboxy-10,11-dihydrodibenzo[b,f]thiepin was dissolved in 10 ml of anhydrous benzene and to the mixture was added 1 ml of thionyl chloride. The resulting mixture was refluxed for 3 hours and freed of solvent under reduced pressure to obtain 614 mg of 2-methoxy-10,11-dihydrodibenzo[b,f]thiepin-9-carbonyl chloride. Reactants: CC(=O)c1ccc(-c2ccccc2)c(F)c1, [K+], NN, [OH-], O, Cc1ccccc1C. The product is CCc1ccc(-c2ccccc2)c(F)c1. As a reaction SMILES: [C:1]([CH3:2])(=[O:3])[c:4]1[cH:5][c:6]([F:16])[c:7](-[c:10]2[cH:11][cH:12][cH:13][cH:14][cH:15]2)[cH:8][cH:9]1.[K+:21].[NH2:18][NH2:19].[OH-:20].[OH2:17].[c:22]1([CH3:23])[c:24]([CH3:25])[cH:26][cH:27][cH:28][cH:29]1>>[CH2:1]([CH3:2])[c:4]1[cH:5][c:6]([F:16])[c:7](-[c:10]2[cH:11][cH:12][cH:13][cH:14][cH:15]2)[cH:8][cH:9]1. Reactants: Example 1 ( A ), C(C)(C)N(C(CN1C2=C(N3C(=NN=C3CC1=O)C1=CC=CC=C1)C=CC=C2)=O)C2=CC=CC=C2 (N-isopropyl-2-(5-oxo-1-phenyl-4,5-dihydro-2,3,6,10b-tetraaza-benzo[e]azulen-6-yl)-N-phenyl-acetamide), N1C=C(C=2C1=NC=CC2)C=O (1H-pyrrolo[2,3-b]pyridine-3-carbaldehyde). Run in N1=CC=CC=C1 (pyridine). Product: C(C)(C)N(C(CN1C2=C(N3C(=NN=C3C(C1=O)=CC1=CNC3=NC=CC=C31)C3=CC=CC=C3)C=CC=C2)=O)C2=CC=CC=C2 (N-isopropyl-2-[5-oxo-1-phenyl-4-(1H-pyrrolo[2,3-b]pyridin-3-ylmethylene)-4,5-dihydro-2,3,6,10b-tetraaza-benzo[e]azulen-6-yl]-N-phenyl-acetamide). Yield: 47.1%. RXN SMILES: [CH:1]([N:4]([C:29]1[CH:34]=[CH:33][CH:32]=[CH:31][CH:30]=1)[C:5](=[O:28])[CH2:6][N:7]1[C:16](=[O:17])[CH2:15][C:14]2[N:10]([C:11]([C:18]3[CH:23]=[CH:22][CH:21]=[CH:20][CH:19]=3)=[N:12][N:13]=2)[C:9]2[CH:24]=[CH:25][CH:26]=[CH:27][C:8]1=2)([CH3:3])[CH3:2].[NH:35]1[C:39]2=[N:40][CH:41]=[CH:42][CH:43]=[C:38]2[C:37]([CH:44]=O)=[CH:36]1>N1C=CC=CC=1>[CH:1]([N:4]([C:29]1[CH:34]=[CH:33][CH:32]=[CH:31][CH:30]=1)[C:5](=[O:28])[CH2:6][N:7]1[C:16](=[O:17])[C:15](=[CH:44][C:37]2[C:38]3[C:39](=[N:40][CH:41]=[CH:42][CH:43]=3)[NH:35][CH:36]=2)[C:14]2[N:10]([C:11]([C:18]3[CH:23]=[CH:22][CH:21]=[CH:20][CH:19]=3)=[N:12][N:13]=2)[C:9]2[CH:24]=[CH:25][CH:26]=[CH:27][C:8]1=2)([CH3:3])[CH3:2]. Procedure details: Following the procedure described for Example 1 (A), Step A, N-isopropyl-2-(5-oxo-1-phenyl-4,5-dihydro-2,3,6,10b-tetraaza-benzo[e]azulen-6-yl)-N-phenyl-acetamide (Preparation 7(A)) (500 mg, 1.10 mmol) was condensed with 1H-pyrrolo[2,3-b]pyridine-3-carbaldehyde (160 mg, 1.16 mmol) in pyridine (5 mL). Purification by medium pressure chromatography eluting with a solvent gradient (5% acetone in CH2Cl2 to 50% acetone in CH2Cl2 to 10% MeOH in CH2Cl2) yielded 300 mg of N-isopropyl-2-[5-oxo-1-phenyl-4-... Reactants: [OH-].[Na+] (sodium hydroxide), BrCCCCCCC=C (8-bromo-1-octene), OC1=CC=C(C(=O)OCC)C=C1 (ethyl p-hydroxybenzoate), C([O-])([O-])=O.[K+].[K+] (potassium carbonate), Cl (hydrochloric acid). Run in C(C)O (ethanol), O (water). Run at time 10 hour. The product is C(CCCCCC=C)OC1=CC=C(C(=O)O)C=C1 (p-(7-octenyloxy)benzoic acid). The yield is 89.0%. Reaction SMILES: Br[CH2:2][CH2:3][CH2:4][CH2:5][CH2:6][CH2:7][CH:8]=[CH2:9].[OH:10][C:11]1[CH:21]=[CH:20][C:14]([C:15]([O:17]CC)=[O:16])=[CH:13][CH:12]=1.C(=O)([O-])[O-].[K+].[K+].[OH-].[Na+].Cl>C(O)C.O>[CH2:2]([O:10][C:11]1[CH:21]=[CH:20][C:14]([C:15]([OH:17])=[O:16])=[CH:13][CH:12]=1)[CH2:3][CH2:4][CH2:5][CH2:6][CH2:7][CH:8]=[CH2:9] |f:2.3.4,5.6|. Reported procedure: 9.4 g of 8-bromo-1-octene, 9.0 g of ethyl p-hydroxybenzoate, and 7.6 g of potassium carbonate were refluxed in ethanol for 10 hours. Thereto added was an aqueous solution containing 2.4 g of sodium hydroxide, and then reflux was further continued for 10 hours. After conclusion of the reaction, the reaction solution was diluted with water, and the pH of the solution was lowered to 2 by dropping hydrochloric acid. The generated precipitate was collected, washed sufficiently with water, and dried, ... Reactants: NC=1C=C(C=CC1)C1=NC2=C(C(O1)=O)C=CC=C2 (2-(m-aminophenyl)-3,1-benzoxazin-4-one), Cl (hydrogen chloride), C(=O)(Cl)Cl (phosgene). Run in ClC1=CC=CC=C1 (chlorobenzene). The product is 39, N(=C=O)C=1C=C(C=CC1)C1=NC2=C(C(O1)=O)C=CC=C2 (2-(m-isocyanatophenyl)-3,1-benzoxazin-4-one). Reaction SMILES: [NH2:1][C:2]1[CH:3]=[C:4]([C:8]2[O:13][C:12](=[O:14])[C:11]3[CH:15]=[CH:16][CH:17]=[CH:18][C:10]=3[N:9]=2)[CH:5]=[CH:6][CH:7]=1.Cl.[C:20](Cl)(Cl)=[O:21]>ClC1C=CC=CC=1>[N:1]([C:2]1[CH:3]=[C:4]([C:8]2[O:13][C:12](=[O:14])[C:11]3[CH:15]=[CH:16][CH:17]=[CH:18][C:10]=3[N:9]=2)[CH:5]=[CH:6][CH:7]=1)=[C:20]=[O:21]. Procedure details: 40 Parts by weight of 2-(m-aminophenyl)-3,1-benzoxazin-4-one are suspended in 300 parts by volume of chlorobenzene and the suspension is treated with hydrogen chloride gas until saturated therewith, and then with phosgene gas for 4 hours at 110° C. The clear solution is concentrated under reduced pressure and the residue is then washed with ether and petroleum ether, giving 39 parts by weight of 2-(m-isocyanatophenyl)-3,1-benzoxazin-4-one of melting point 115°-121° C.